This data is from the Open Reaction Database (ORD), a public repository of structured organic reaction records. The task is: describe an organic reaction: reactants, conditions, products, and yield Reactants: ClC=1C=CC(=C(C1)C1=NC2=NC=CC=C2C(=C1)B(O)O)F (2-(5-chloro-2-fluoro-phenyl)-[1,8]naphthyridine-4-boronic acid), C1(=CC=CC=C1)S(=O)(=O)N1C=C(C=2C1=CN=CC2)I (1-benzenesulfonyl-3-iodo-1H-pyrrolo[2,3-c]pyridine), C([O-])(O)=O.[Na+] (sodium bicarbonate). The reagents and catalysts are C1=CC=C(C=C1)P(C2=CC=CC=C2)C3=CC=CC=C3.C1=CC=C(C=C1)P(C2=CC=CC=C2)C3=CC=CC=C3.Cl[Pd]Cl (bis-(triphenylphosphine)-palladium(II)-chloride). Run in CN(C)C=O (DMF), O (water), O (Water). Conditions: temperature 90 celsius, time 2 day. Yields the product C(=O)O.ClC=1C=CC(=C(C1)C1=NC2=NC=CC=C2C(=C1)C1=CNC2=CN=CC=C21)F (2-(5-chloro-2-fluoro-phenyl)-4-(1H-pyrrolo[2,3-c]pyridin-3-yl)-[1,8]naphthyridine formate). Reaction SMILES: [Cl:1][C:2]1[CH:3]=[CH:4][C:5]([F:21])=[C:6]([C:8]2[CH:17]=[C:16](B(O)O)[C:15]3[C:10](=[N:11][CH:12]=[CH:13][CH:14]=3)[N:9]=2)[CH:7]=1.C1(S([N:31]2[C:35]3=[CH:36][N:37]=[CH:38][CH:39]=[C:34]3[C:33](I)=[CH:32]2)(=O)=O)C=CC=CC=1.[C:41](=O)([OH:43])[O-:42].[Na+]>CN(C=O)C.O.C1C=CC(P(C2C=CC=CC=2)C2C=CC=CC=2)=CC=1.C1C=CC(P(C2C=CC=CC=2)C2C=CC=CC=2)=CC=1.Cl[Pd]Cl>[CH:41]([OH:43])=[O:42].[Cl:1][C:2]1[CH:3]=[CH:4][C:5]([F:21])=[C:6]([C:8]2[CH:17]=[C:16]([C:33]3[C:34]4[C:35](=[CH:36][N:37]=[CH:38][CH:39]=4)[NH:31][CH:32]=3)[C:15]3[C:10](=[N:11][CH:12]=[CH:13][CH:14]=3)[N:9]=2)[CH:7]=1 |f:2.3,6.7.8,9.10|. Procedure details: A slurry of 363 mg (1.20 mmol) 2-(5-chloro-2-fluoro-phenyl)-[1,8]naphthyridine-4-boronic acid, 384 mg (1.00 mmol) 1-benzenesulfonyl-3-iodo-1H-pyrrolo[2,3-c]pyridine (synthesis described in WO2006/052568) and 111 mg (1.32 mmol) sodium bicarbonate in 2 ml DMF and 1 ml water was heated to 80° C. under nitrogen. Then 41 mg (0.05 mmol) bis-(triphenylphosphine)-palladium(II)-chloride were added. The reaction mixture was stirred for 2 days at 90° C. Water was then added to the reaction mixture and the ... The reactants are N#Cc1c(Oc2cccc(NC(=O)C(F)(F)F)c2)ccc2nc(NC(=O)C3CC3)sc12, Cl, [Li+], C1CCOC1, [OH-], O. Yields the product N#Cc1c(Oc2cccc(N)c2)ccc2nc(NC(=O)C3CC3)sc12. RXN SMILES: [C:1](#[N:2])[c:3]1[c:4]([O:18][c:19]2[cH:20][c:21]([NH:25][C:26](=[O:27])[C:28]([F:29])([F:30])[F:31])[cH:22][cH:23][cH:24]2)[cH:5][cH:6][c:7]2[n:8][c:9]([NH:12][C:13](=[O:14])[CH:15]3[CH2:16][CH2:17]3)[s:10][c:11]12.[ClH:35].[Li+:34].[O:36]1[CH2:37][CH2:38][CH2:39][CH2:40]1.[OH-:33].[OH2:32]>>[C:1](#[N:2])[c:3]1[c:4]([O:18][c:19]2[cH:20][c:21]([NH2:25])[cH:22][cH:23][cH:24]2)[cH:5][cH:6][c:7]2[n:8][c:9]([NH:12][C:13](=[O:14])[CH:15]3[CH2:16][CH2:17]3)[s:10][c:11]12. The reactants are CSc1ncc(Br)c(NC2CCCNC2)n1, CCOC(=O)CC#N, C1CCCCCC(N2CCCCCCCCCN2)CCCC1, C1CCOC1, O. As a reaction SMILES: [Br:6][c:7]1[c:8]([NH:15][CH:16]2[CH2:17][NH:18][CH2:19][CH2:20][CH2:21]2)[n:9][c:10]([S:13][CH3:14])[n:11][cH:12]1.[C:44](#[N:45])[CH2:46][C:47](=[O:48])[O:49][CH2:50][CH3:51].[N:22]1([CH:23]2[CH2:24][CH2:25][CH2:26][CH2:27][CH2:28][CH2:29][CH2:30][CH2:31][CH2:32][CH2:33]2)[CH2:34][CH2:35][CH2:36][CH2:37][CH2:38][CH2:39][CH2:40][CH2:41][CH2:42][NH:43]1.[O:1]1[CH2:2][CH2:3][CH2:4][CH2:5]1.[OH2:52]>>[Br:6][c:7]1[c:8]([NH:15][CH:16]2[CH2:17][N:18]([C:47]([CH2:46][C:44]#[N:45])=[O:48])[CH2:19][CH2:20][CH2:21]2)[n:9][c:10]([S:13][CH3:14])[n:11][cH:12]1. Yields the product CSc1ncc(Br)c(NC2CCCN(C(=O)CC#N)C2)n1. Reactants: C(CCC)[Li] (n-Butyllithium), BrC=1SC=CN1 (2-bromothiazole), [Li]C=1SC=CN1 (2-lithiothiazole), C(C)(C)[Mg]Cl (isopropylmagnesium chloride), CON(C([C@H](C)NC(OCC1=CC=CC=C1)=O)=O)C (benzyl {(1S)-2-[methoxy(methyl)amino]-1-methyl-2-oxoethyl}carbamate), [NH4+].[Cl-] (NH4Cl). The solvent is C1CCOC1 (THF), C1CCOC1 (THF), O (water). Reaction conditions: temperature -78 celsius, time 45 minute. The product is C[C@@H](C(C=1SC=CN1)=O)NC(OCC1=CC=CC=C1)=O (benzyl [(1S)-1-methyl-2-oxo-2-(1,3-thiazol-2-yl)ethyl]carbamate). Reaction SMILES: C([Li])CCC.Br[C:7]1[S:8][CH:9]=[CH:10][N:11]=1.C([Mg]Cl)(C)C.CON(C)[C:20](=[O:34])[C@@H:21]([NH:23][C:24](=[O:33])[O:25][CH2:26][C:27]1[CH:32]=[CH:31][CH:30]=[CH:29][CH:28]=1)[CH3:22].[Li]C1SC=CN=1.[NH4+].[Cl-]>C1COCC1.O>[CH3:22][C@H:21]([NH:23][C:24](=[O:33])[O:25][CH2:26][C:27]1[CH:32]=[CH:31][CH:30]=[CH:29][CH:28]=1)[C:20](=[O:34])[C:7]1[S:8][CH:9]=[CH:10][N:11]=1 |f:5.6|. Procedure details: n-Butyllithium (1.6M in hexanes, 1.76 mL, 2.83 mmol) was added dropwise to a stirred solution of 2-bromothiazole (462 mg, 251 μL, 2.82 mmol) in dry THF (13 mL) at −78° C. under N2 and the reaction was stirred at −78° C. for 45 min. Separately, isopropylmagnesium chloride (2M in THF, 0.94 mL, 1.99 mmol) was added to a stirred solution of benzyl {(1S)-2-[methoxy(methyl)amino]-1-methyl-2-oxoethyl}carbamate (500 mg, 1.88 mmol) in dry THF (4 mL) at −15° C. under N2. This solution was stirred for 15 m...